Task: describe an organic reaction: reactants, conditions, products, and yield. Dataset: the Open Reaction Database (ORD), a public repository of structured organic reaction records Reactants: O=C([O-])[O-], C1CCOC1, O=Cc1c(Cl)cncc1Cl, [Cs+], [Cs+], Sc1ncc[nH]1. The product is O=Cc1c(Cl)cncc1Sc1ncc[nH]1. Reaction SMILES: [C:17](=[O:18])([O-:19])[O-:20].[CH2:23]1[O:24][CH2:25][CH2:26][CH2:27]1.[Cl:1][c:2]1[cH:3][n:4][cH:5][c:6]([Cl:10])[c:7]1[CH:8]=[O:9].[Cs+:21].[Cs+:22].[nH:11]1[c:12]([SH:16])[n:13][cH:14][cH:15]1>>[c:2]1([S:16][c:12]2[nH:11][cH:15][cH:14][n:13]2)[cH:3][n:4][cH:5][c:6]([Cl:10])[c:7]1[CH:8]=[O:9]. Starting materials: CN(C)c1ccccc1, O=C(O)c1cc(F)ccc1O, Nc1cc(Cl)c(O)c(Cl)c1, O=S(Cl)Cl, c1ccccc1. The product is O=C(Nc1cc(Cl)c(O)c(Cl)c1)c1cc(F)ccc1O. RXN SMILES: [CH3:22][N:23]([c:24]1[cH:25][cH:26][cH:27][cH:28][cH:29]1)[CH3:30].[F:1][c:2]1[cH:3][cH:4][c:5]([OH:11])[c:6]([C:7](=[O:8])[OH:9])[cH:10]1.[NH2:12][c:13]1[cH:14][c:15]([Cl:21])[c:16]([OH:20])[c:17]([Cl:19])[cH:18]1.[S:31]([Cl:32])([Cl:33])=[O:34].[cH:35]1[cH:36][cH:37][cH:38][cH:39][cH:40]1>>[F:1][c:2]1[cH:3][cH:4][c:5]([OH:11])[c:6]([C:7](=[O:9])[NH:12][c:13]2[cH:14][c:15]([Cl:21])[c:16]([OH:20])[c:17]([Cl:19])[cH:18]2)[cH:10]1. Reactants: COc1ccc(-c2c(-c3ccccc3)oc3ncnc(Cl)c23)cc1, ClCCl, CCOC(=O)C=Cc1cccc(N)c1. The product is CCOC(=O)C=Cc1cccc(Nc2ncnc3oc(-c4ccccc4)c(-c4ccc(OC)cc4)c23)c1. RXN SMILES: [Cl:1][c:2]1[c:3]2[c:4]([n:5][cH:6][n:7]1)[o:8][c:9](-[c:19]1[cH:20][cH:21][cH:22][cH:23][cH:24]1)[c:10]2-[c:11]1[cH:12][cH:13][c:14]([O:17][CH3:18])[cH:15][cH:16]1.[Cl:39][CH2:40][Cl:41].[NH2:25][c:26]1[cH:27][c:28]([CH:29]=[CH:30][C:31](=[O:32])[O:33][CH2:34][CH3:35])[cH:36][cH:37][cH:38]1>>[c:2]1([NH:25][c:26]2[cH:27][c:28]([CH:29]=[CH:30][C:31](=[O:32])[O:33][CH2:34][CH3:35])[cH:36][cH:37][cH:38]2)[c:3]2[c:4]([n:5][cH:6][n:7]1)[o:8][c:9](-[c:19]1[cH:20][cH:21][cH:22][cH:23][cH:24]1)[c:10]2-[c:11]1[cH:12][cH:13][c:14]([O:17][CH3:18])[cH:15][cH:16]1.